This data is from the Open Reaction Database (ORD), a public repository of structured organic reaction records. The task is: describe an organic reaction: reactants, conditions, products, and yield Starting materials: COCCOCCOC(=O)CBr, Cc1ccccc1, c1ccc(P(c2ccccc2)c2ccccc2)cc1. Yields the product [Br-], COCCOCCOC(=O)C[P+](c1ccccc1)(c1ccccc1)c1ccccc1. Reaction SMILES: [Br:20][CH2:21][C:22](=[O:23])[O:24][CH2:25][CH2:26][O:27][CH2:28][CH2:29][O:30][CH3:31].[CH3:32][c:33]1[cH:34][cH:35][cH:36][cH:37][cH:38]1.[c:1]1([P:7]([c:8]2[cH:9][cH:10][cH:11][cH:12][cH:13]2)[c:14]2[cH:15][cH:16][cH:17][cH:18][cH:19]2)[cH:2][cH:3][cH:4][cH:5][cH:6]1>>[Br-:20].[c:1]1([P+:7]([c:8]2[cH:9][cH:10][cH:11][cH:12][cH:13]2)([c:14]2[cH:15][cH:16][cH:17][cH:18][cH:19]2)[CH2:21][C:22](=[O:23])[O:24][CH2:25][CH2:26][O:27][CH2:28][CH2:29][O:30][CH3:31])[cH:2][cH:3][cH:4][cH:5][cH:6]1. Starting materials: Cl.CNC (Dimethyl amine hydrochloride), C(C)(C)N(C(C)C)CC (N,N-diisopropylethylamine), C(C)(C)(C)NC(=O)C1=C(C2=C(N=C(N=C2C2=CC(=CC=C2)NC(=O)OC2=CC=C(C=C2)[N+](=O)[O-])C2=CC=CC=C2)S1)N (tert-butyl 5-amino-2-phenyl-4-(3-(p-nitro-phenoxycarbonylamino)-phenyl)-thieno[2,3-d]pyrimidine-6-carboxamide). Run in ClCCl (dichloromethane), C(Cl)Cl (CH2Cl2). Conditions: time 8 hour. Yields the product C(C)(C)(C)NC(=O)C1=C(C2=C(N=C(N=C2C2=CC(=CC=C2)NC(=O)N(C)C)C2=CC=CC=C2)S1)N (tert-Butyl 5-amino-2-phenyl-4-(3-((N,N-dimethylamino)-carbonylamino)-phenyl)-thieno[2,3-d]pyrimidine-6-carboxamide). RXN SMILES: Cl.[CH3:2][NH:3][CH3:4].C(N(CC)C(C)C)(C)C.[C:14]([NH:18][C:19]([C:21]1[S:54][C:24]2[N:25]=[C:26]([C:48]3[CH:53]=[CH:52][CH:51]=[CH:50][CH:49]=3)[N:27]=[C:28]([C:29]3[CH:34]=[CH:33][CH:32]=[C:31]([NH:35][C:36]([O:38]C4C=CC([N+]([O-])=O)=CC=4)=O)[CH:30]=3)[C:23]=2[C:22]=1[NH2:55])=[O:20])([CH3:17])([CH3:16])[CH3:15]>ClCCl>[C:14]([NH:18][C:19]([C:21]1[S:54][C:24]2[N:25]=[C:26]([C:48]3[CH:53]=[CH:52][CH:51]=[CH:50][CH:49]=3)[N:27]=[C:28]([C:29]3[CH:34]=[CH:33][CH:32]=[C:31]([NH:35][C:36]([N:3]([CH3:4])[CH3:2])=[O:38])[CH:30]=3)[C:23]=2[C:22]=1[NH2:55])=[O:20])([CH3:17])([CH3:15])[CH3:16] |f:0.1|. Procedure: Dimethyl amine hydrochloride (150 mg) was added to a solution of N,N-diisopropylethylamine (DIPEA, 0.50 ml) and tert-butyl 5-amino-2-phenyl-4-(3-(p-nitro-phenoxycarbonylamino)-phenyl)-thieno[2,3-d]pyrimidine-6-carboxamide (example 31(h), 250 mg) in dichloromethane (5 ml) and the reaction mixture was stirred at room temperature overnight. Subsequently, the reaction mixture was diluted with CH2Cl2 and washed with H2O. The organic layer was concentrated under reduced pressure. The title compound wa... Reactants: NC=1C(=NN(C1C)CCO)C (2-(4-amino-3,5-dimethyl-1H-pyrazol-1-yl)ethanol), C1(=CC(=CC=C1)C1=C(N=CO1)C(=O)O)C (5-(m-tolyl)oxazole-4-carboxylic acid), CN(C)C(=[N+](C)C)ON1C2=C(C=CC=C2)N=N1.[B-](F)(F)(F)F (TBTU), CCN(C(C)C)C(C)C (DIPEA). Run in C(Cl)Cl (DCM), O (water), C(Cl)Cl (DCM), C(Cl)Cl (DCM). Conditions: time 40 minute. Product: OCCN1N=C(C(=C1C)NC(=O)C=1N=COC1C=1C=C(C=CC1)C)C (N-(1-(2-Hydroxyethyl)-3,5-dimethyl-1H-pyrazol-4-yl)-5-(m-tolyl)oxazole-4-carboxamide). RXN SMILES: [C:1]1([CH3:15])[CH:6]=[CH:5][CH:4]=[C:3]([C:7]2[O:11][CH:10]=[N:9][C:8]=2[C:12]([OH:14])=O)[CH:2]=1.CN(C(ON1N=NC2C=CC=CC1=2)=[N+](C)C)C.[B-](F)(F)(F)F.CCN(C(C)C)C(C)C.[NH2:47][C:48]1[C:49]([CH3:57])=[N:50][N:51]([CH2:54][CH2:55][OH:56])[C:52]=1[CH3:53]>C(Cl)Cl.O>[OH:56][CH2:55][CH2:54][N:51]1[C:52]([CH3:53])=[C:48]([NH:47][C:12]([C:8]2[N:9]=[CH:10][O:11][C:7]=2[C:3]2[CH:2]=[C:1]([CH3:15])[CH:6]=[CH:5][CH:4]=2)=[O:14])[C:49]([CH3:57])=[N:50]1 |f:1.2|. Procedure: To a solution of 5-(m-tolyl)oxazole-4-carboxylic acid (550 mg, 2.71 mmol) in DCM (15 mL), TBTU (1.303 g, 4.06 mmol) and DIPEA (1.39 mL, 8.12 mmol) was added. After stirring for 40 min at rt, 2-(4-amino-3,5-dimethyl-1H-pyrazol-1-yl)ethanol (420 mg, 2.71 mmol) dissolved in DCM (5 mL) was added to the solution and the resulting mixture was stirred at rt for 1 h. The reaction mixture was diluted with DCM and water, the organic layer was separated and the aq. layer was extracted with DCM (2×). The co... Reactants: C([O-])(O)=O.[Na+] (sodium bicarbonate), O1CCN(CC1)C=C(C)C (1-morpholino-2-methyl-prop-1-ene), ClCC(=O)Cl (chloroacetyl chloride), ice. Run in C(C)OCC (diethyl ether). Conditions: time 3 hour. The product is ClCC(C(C=O)(C)C)=O (4-chloro-3-keto-2,2-dimethylbutanal). Isolated yield 61.0%. Reaction SMILES: O1CCN([CH:7]=[C:8]([CH3:10])[CH3:9])CC1.[Cl:11][CH2:12][C:13](Cl)=[O:14].C(=O)(O)[O-:17].[Na+]>C(OCC)C>[Cl:11][CH2:12][C:13](=[O:14])[C:8]([CH3:9])([CH3:10])[CH:7]=[O:17] |f:2.3|. Procedure: 210 g (1.5 mols) of 1-morpholino-2-methyl-prop-1-ene are added dropwise, in the course of one hour, to 169.0 g (1.5 mols) of chloroacetyl chloride, dissolved in 350 ml of diethyl ether, at 5° C. After the addition is complete, the mixture is stirred for a further 3 hours under reflux. The solution is poured onto 100 g of ice and brought to pH 5 with aqueous sodium bicarbonate solution, and the ether phase is separated off. The aqueous phase is extracted with 100 ml of diethyl ether, the organic ... Reactants: [Na] (sodium), ClC1=C2C(C(NC2=CC=C1)=O)=NN (4-chloro-3-hydrazono-2-oxindole). The solvent is C(C)O (ethanol). The product is ClC1=C2CC(NC2=CC=C1)=O (4-chloro-2-oxindole). Isolated yield 60.1%. RXN SMILES: [Na].[Cl:2][C:3]1[CH:11]=[CH:10][CH:9]=[C:8]2[C:4]=1[C:5](=NN)[C:6](=[O:12])[NH:7]2>C(O)C>[Cl:2][C:3]1[CH:11]=[CH:10][CH:9]=[C:8]2[C:4]=1[CH2:5][C:6](=[O:12])[NH:7]2 |^1:0|. Procedure: To a stirred solution of 22 g of sodium in 450 ml of anhydrous ethanol was added, portionwise, 43.5 g of 4-chloro-3-hydrazono-2-oxindole, and the resulting solution was heated under reflux for 30 minutes. The cooled solution was then concentrated to a gum, which was dissolved in 400 ml of water and decolorized using activated carbon. The resulting solution was poured onto a mixture of 1 liter of water and 45 ml of concentrated hydrochloric acid. The precipitate which formed was recovered by filt... Starting materials: C1CCOC1, [Li]CCCC, CC(=O)O, COc1cccc2c1nc(C(F)F)n2-c1nc(Cl)nc(N2CCOCC2)n1, Nc1cncnc1, O. The product is COc1cccc2c1nc(C(F)F)n2-c1nc(Nc2cncnc2)nc(N2CCOCC2)n1. As a reaction SMILES: [CH2:40]1[O:41][CH2:42][CH2:43][CH2:44]1.[CH2:8]([Li:9])[CH2:10][CH2:11][CH3:12].[CH3:45][C:46](=[O:47])[OH:48].[Cl:13][c:14]1[n:15][c:16](-[n:26]2[c:27]([CH:37]([F:38])[F:39])[n:28][c:29]3[c:30]2[cH:31][cH:32][cH:33][c:34]3[O:35][CH3:36])[n:17][c:18]([N:20]2[CH2:21][CH2:22][O:23][CH2:24][CH2:25]2)[n:19]1.[NH2:1][c:2]1[cH:3][n:4][cH:5][n:6][cH:7]1.[OH2:49]>>[NH:1]([c:2]1[cH:3][n:4][cH:5][n:6][cH:7]1)[c:14]1[n:15][c:16](-[n:26]2[c:27]([CH:37]([F:38])[F:39])[n:28][c:29]3[c:30]2[cH:31][cH:32][cH:33][c:34]3[O:35][CH3:36])[n:17][c:18]([N:20]2[CH2:21][CH2:22][O:23][CH2:24][CH2:25]2)[n:19]1. Starting materials: ClC(=O)OC(C)Cl (1-chloroethyl chloroformate), product, Cl (HCl), C(CC)(=O)N1CCN(CC1)C1=CC=C(C=C1)NC(=O)C=1OC2=C(C=C(C=C2C(C1)=O)F)N1CCN(CC1)C (6-Fluoro-8-(4-methyl-piperazin-1-yl)-4-oxo-4H-chromene-2-carboxylic acid [4-(4-propionyl-piperazin-1-yl)-phenyl]-amide), [Na+].[I-] (NaI). The solvent is ClCCCl (1,2-dichloroethane), C(Cl)(Cl)Cl (CHCl3). Conditions: temperature 0 celsius, time 2 day. The product is N1(CCOCC1)C1=CC=C(C=C1)NC(=O)C=1OC2=C(C=C(C=C2C(C1)=O)F)N1CCNCC1 (6-Fluoro-4-oxo-8-piperazin-1-yl-4H-chromene-2-carboxylic acid (4-morpholin-4-yl-phenyl)-amide). RXN SMILES: C(N1[CH2:10][CH2:9][N:8]([C:11]2[CH:16]=[CH:15][C:14]([NH:17][C:18]([C:20]3[O:21][C:22]4[C:27]([C:28](=[O:30])[CH:29]=3)=[CH:26][C:25]([F:31])=[CH:24][C:23]=4[N:32]3[CH2:37][CH2:36][N:35](C)[CH2:34][CH2:33]3)=[O:19])=[CH:13][CH:12]=2)[CH2:7][CH2:6]1)(=O)CC.ClC(OC(Cl)C)=[O:41].[Na+].[I-].Cl>C(Cl)(Cl)Cl.ClCCCl>[N:8]1([C:11]2[CH:16]=[CH:15][C:14]([NH:17][C:18]([C:20]3[O:21][C:22]4[C:27]([C:28](=[O:30])[CH:29]=3)=[CH:26][C:25]([F:31])=[CH:24][C:23]=4[N:32]3[CH2:37][CH2:36][NH:35][CH2:34][CH2:33]3)=[O:19])=[CH:13][CH:12]=2)[CH2:7][CH2:6][O:41][CH2:10][CH2:9]1 |f:2.3|. Procedure details: Dry 6-flouro-8-(4-methyl-piperazin-1-yl)-4-oxo-4H-chromene-2-carboxylic acid [4-(4-propionyl-piperazin-1-yl)-phenyl]-amide (Example 72)(1 g 1.9 mmol) was added to 100 mL of rigorously dried 1,2-dichloroethane in a flask under N2 atmosphere and magnetic stirring. The mixture was cooled to 0° C. and freshly distilled 1-chloroethyl chloroformate (650 ul, 858 mg, 6 mmol, 3 eq) was added drop wise. The reaction was then heated under reflux for 5 hours at which time LC/MS revealed complete consumption... The reactants are COC1=CC=C(CN2CCN(CC2)CC=2C=CC(=NC2)NC(=O)C=2C=CC(=C3C=CC=NC23)C2=C(C(=CC(=C2Cl)OC)OC)Cl)C=C1 (5-(2,6-Dichloro-3,5-dimethoxy-phenyl)-quinoline-8-carboxylic acid {5-[4-(4-methoxy-benzyl)-piperazin-1-ylmethyl]-pyridin-2-yl}-amide). The solvent is C(Cl)Cl.CO (DCM MeOH). Conditions: temperature 120 celsius, time 1 hour. Product: N1(CCNCC1)CC=1C=CC(=NC1)NC(=O)C=1C=CC(=C2C=CC=NC12)C1=C(C(=CC(=C1Cl)OC)OC)Cl (5-(2,6-Dichloro-3,5-dimethoxy-phenyl)-quinoline-8-carboxylic acid (5-piperazin-1-ylmethyl-pyridin-2-yl)-amide). Reaction SMILES: COC1C=CC(C[N:8]2[CH2:13][CH2:12][N:11]([CH2:14][C:15]3[CH:16]=[CH:17][C:18]([NH:21][C:22]([C:24]4[CH:25]=[CH:26][C:27]([C:34]5[C:39]([Cl:40])=[C:38]([O:41][CH3:42])[CH:37]=[C:36]([O:43][CH3:44])[C:35]=5[Cl:45])=[C:28]5[C:33]=4[N:32]=[CH:31][CH:30]=[CH:29]5)=[O:23])=[N:19][CH:20]=3)[CH2:10][CH2:9]2)=CC=1>C(Cl)Cl.CO>[N:11]1([CH2:14][C:15]2[CH:16]=[CH:17][C:18]([NH:21][C:22]([C:24]3[CH:25]=[CH:26][C:27]([C:34]4[C:35]([Cl:45])=[C:36]([O:43][CH3:44])[CH:37]=[C:38]([O:41][CH3:42])[C:39]=4[Cl:40])=[C:28]4[C:33]=3[N:32]=[CH:31][CH:30]=[CH:29]4)=[O:23])=[N:19][CH:20]=2)[CH2:12][CH2:13][NH:8][CH2:9][CH2:10]1 |f:1.2|. Reported procedure: The title compound was prepared in analogy to the procedure described in Example 105 but using 5-(2,6-dichloro-3,5-dimethoxy-phenyl)-quinoline-8-carboxylic acid {5-[4-(4-methoxy-benzyl)-piperazin-1-ylmethyl]pyridin-2-yl}-amide (Example 166) and stirring the reaction mixture for 1 h at 120° C. Title compound: ESI-MS: 552.1 [M+H]+; TLC: Rf=0.12 (DCM/MeOH, 9:1). Procedure details: To a solution of 5-bromo-3-(1-isopropyl-1H-[1,2,3]triazol-4-yl)-pyridin-2-ylamine (500 mg, 1.77 mmol) and 4-[4-(4,4,5,5-tetramethyl-[1,3,2]dioxaborolan-2-yl)-benzyl]-morpholine (537 mg, 1.77 mmol) in ethylene glycol dimethyl ether (6.0 mL)/water (4.0 mL) was added Cs2CO3 (1.15 g, 3.54 mmol) at room temperature. The reaction mixture was purged with argon for 30 min. Then Pd(dppf)Cl2.DCM (72.2 mg, 0.08 mmol) was added and allowed to stir at 140° C. for 6 h in microwave. After 6 h, the reaction mix... Solvent: COCCOC (ethylene glycol dimethyl ether), O (water), CCOC(=O)C (EtOAc). Product: C(C)(C)N1N=NC(=C1)C=1C(=NC=C(C1)C1=CC=C(C=C1)CN1CCOCC1)N (3-(1-Isopropyl-1H-[1,2,3]triazol-4-yl)-5-(4-morpholin-4-ylmethyl-phenyl)-pyridin-2-ylamine). Conditions: temperature 140 celsius, time 6 hour. Reaction SMILES: Br[C:2]1[CH:3]=[C:4]([C:9]2[N:10]=[N:11][N:12]([CH:14]([CH3:16])[CH3:15])[CH:13]=2)[C:5]([NH2:8])=[N:6][CH:7]=1.CC1(C)C(C)(C)OB([C:25]2[CH:37]=[CH:36][C:28]([CH2:29][N:30]3[CH2:35][CH2:34][O:33][CH2:32][CH2:31]3)=[CH:27][CH:26]=2)O1.C([O-])([O-])=O.[Cs+].[Cs+].C(Cl)Cl>COCCOC.CCOC(C)=O.O>[CH:14]([N:12]1[CH:13]=[C:9]([C:4]2[C:5]([NH2:8])=[N:6][CH:7]=[C:2]([C:25]3[CH:26]=[CH:27][C:28]([CH2:29][N:30]4[CH2:35][CH2:34][O:33][CH2:32][CH2:31]4)=[CH:36][CH:37]=3)[CH:3]=2)[N:10]=[N:11]1)([CH3:16])[CH3:15] |f:2.3.4|. Starting materials: BrC=1C=C(C(=NC1)N)C=1N=NN(C1)C(C)C (5-bromo-3-(1-isopropyl-1H-[1,2,3]triazol-4-yl)-pyridin-2-ylamine), CC1(OB(OC1(C)C)C1=CC=C(CN2CCOCC2)C=C1)C (4-[4-(4,4,5,5-tetramethyl-[1,3,2]dioxaborolan-2-yl)-benzyl]-morpholine), C(=O)([O-])[O-].[Cs+].[Cs+] (Cs2CO3), C(Cl)Cl (DCM).